From a dataset of the Open Reaction Database (ORD), a public repository of structured organic reaction records. describe an organic reaction: reactants, conditions, products, and yield Starting materials: N1C=C(C2=CC=CC=C12)C1CCN(CC1)C(=O)OC(C)(C)C (tert-butyl 4-(1H-indol-3-yl)-piperidine-1-carboxylate), [H-].[Na+] (sodium hydride), CI (methyl iodide). Yields the product CN1C=C(C2=CC=CC=C12)C1CCN(CC1)C(=O)OC(C)(C)C (tert-butyl 4-(1-methyl-1H-indol-3-yl)-piperidine-1-carboxylate). Solvent: CN(C=O)C (dimethylformamide). Procedure details: 500 mg tert-butyl 4-(1H-indol-3-yl)-piperidine-1-carboxylate are placed in 8 ml dimethylformamide and 73.3 mg sodium hydride (60% in mineral oil) are added. After 15 min 175 μl methyl iodide are added. The reaction mixture is stirred at ambient temperature. After the reaction is complete the product is purified directly by preparative HPLC (method C). 302 mg of the product are obtained as an oil. As a reaction SMILES: [NH:1]1[C:9]2[C:4](=[CH:5][CH:6]=[CH:7][CH:8]=2)[C:3]([CH:10]2[CH2:15][CH2:14][N:13]([C:16]([O:18][C:19]([CH3:22])([CH3:21])[CH3:20])=[O:17])[CH2:12][CH2:11]2)=[CH:2]1.[H-].[Na+].[CH3:25]I>CN(C)C=O>[CH3:25][N:1]1[C:9]2[C:4](=[CH:5][CH:6]=[CH:7][CH:8]=2)[C:3]([CH:10]2[CH2:15][CH2:14][N:13]([C:16]([O:18][C:19]([CH3:22])([CH3:21])[CH3:20])=[O:17])[CH2:12][CH2:11]2)=[CH:2]1 |f:1.2|. Reactants: Cl.COC1=C(C=CC=C1)N1CCNCC1 (1-(2-methoxy-phenyl)-piperazine hydrochloride), BrCCO (2-bromo-ethanol), C([O-])([O-])=O.[K+].[K+] (potassium carbonate). Run in C(C)#N (acetonitrile). Conditions: temperature 60 celsius, time 8 hour. Product: COC1=C(C=CC=C1)N1CCN(CC1)CCO (2-[4-(2-methoxy-phenyl)-piperazin-1-yl]ethanol). The yield is 95.0%. Reaction SMILES: Cl.[CH3:2][O:3][C:4]1[CH:9]=[CH:8][CH:7]=[CH:6][C:5]=1[N:10]1[CH2:15][CH2:14][NH:13][CH2:12][CH2:11]1.Br[CH2:17][CH2:18][OH:19].C(=O)([O-])[O-].[K+].[K+]>C(#N)C>[CH3:2][O:3][C:4]1[CH:9]=[CH:8][CH:7]=[CH:6][C:5]=1[N:10]1[CH2:15][CH2:14][N:13]([CH2:17][CH2:18][OH:19])[CH2:12][CH2:11]1 |f:0.1,3.4.5|. Procedure: A mixture of 2.29 g (10 mmol) 1-(2-methoxy-phenyl)-piperazine hydrochloride, 7.1 mL (100 mmol) 2-bromo-ethanol, 5.52 g (40 mmol) potassium carbonate and 100 mL acetonitrile is stirred at 60° C. overnight. Filtration and concentration in vacuum yields the crude product which is purified via column chromatography over silica gel eluting with dichloromethane/ammonia-saturated methanol 98:2. Reactants: C([O-])([O-])=O.[K+].[K+] (potassium carbonate), C(C)OC(CCC1(SCC(S1)CS)CCC(=O)OCC)=O (Diethyl-4-(mercaptomethyl)-1,3-dithiolane-2,2-dipropanoate), C(CC)C1=C(OCC2CO2)C=CC(=C1O)C(C)=O (3-(2-n-propyl-3-hydroxy-4-acetylphenoxy)-1,2-epoxypropane). Run in C(C)C(=O)C (methyl ethyl ketone). Yields the product C(C)OC(CCC1(SCC(S1)CSCC(COC1=C(C(=C(C=C1)C(C)=O)O)CCC)O)CCC(=O)OCC)=O (Diethyl-4-[[[3-(4-acetyl-3-hydroxy-2-propylphenoxy)-2-hydroxypropyl]thio]methyl]-1,3-dithiolane-2,2-dipropanoate), product. Yield: 60.0%. Reaction SMILES: [CH2:1]([O:3][C:4](=[O:21])[CH2:5][CH2:6][C:7]1([CH2:14][CH2:15][C:16]([O:18][CH2:19][CH3:20])=[O:17])[S:11][CH:10]([CH2:12][SH:13])[CH2:9][S:8]1)[CH3:2].[CH2:22]([C:25]1[C:35]([OH:36])=[C:34]([C:37](=[O:39])[CH3:38])[CH:33]=[CH:32][C:26]=1[O:27][CH2:28][CH:29]1[O:31][CH2:30]1)[CH2:23][CH3:24].C(=O)([O-])[O-].[K+].[K+]>C(C(C)=O)C>[CH2:1]([O:3][C:4](=[O:21])[CH2:5][CH2:6][C:7]1([CH2:14][CH2:15][C:16]([O:18][CH2:19][CH3:20])=[O:17])[S:11][CH:10]([CH2:12][S:13][CH2:30][CH:29]([OH:31])[CH2:28][O:27][C:26]2[CH:32]=[CH:33][C:34]([C:37](=[O:39])[CH3:38])=[C:35]([OH:36])[C:25]=2[CH2:22][CH2:23][CH3:24])[CH2:9][S:8]1)[CH3:2] |f:2.3.4|. Procedure: The title compound was prepared according to the procedure of Example 2 using the mercaptan produced in Example 31 (1.5 g, 0.004 mol), 3-(2-n-propyl-3-hydroxy-4-acetylphenoxy)-1,2-epoxypropane (described in U.S. Pat. No. 4,565,882) (1.1 g, 0.004 mol) and anhydrous potassium carbonate (1.75 g) in methyl ethyl ketone (15 ml). The crude product was chromatographed on silica gel using 30% ethyl acetate/hexane as eluent to give 1.9 g (60%) of the product as an oil. The reactants are C(CN)CO (propanolamine), C(C1=CC=CC=C1)OC(=O)NCCO (N-(benzyloxycarbonyl)ethanolamine), C12(C(=O)CC(CC1)C2(C)C)CS(=O)(=O)O (camphorsulfonic acid), C([O-])(O)=O.[Na+] (sodium bicarbonate). The solvent is O1CCOCC1.CN(C)C=O.CS(=O)C (dioxane DMF DMSO). Run at time 24 hour. The product is C(C1=CC=CC=C1)OC(=O)NCCOCCNC(=O)OCC1=CC=CC=C1 (N-Benzyloxycarbonylaminoethyl Ether). Reaction SMILES: [CH2:1](CO)[CH2:2][NH2:3].[CH2:6]([O:13][C:14]([NH:16][CH2:17][CH2:18][OH:19])=[O:15])[C:7]1[CH:12]=[CH:11][CH:10]=[CH:9][CH:8]=1.[C:20]12([CH2:30]S(O)(=O)=O)C(C)(C)[CH:24]([CH2:25][CH2:26]1)[CH2:23][C:21]2=O.[C:35](=O)([OH:37])[O-:36].[Na+]>O1CCOCC1.CN(C=O)C.CS(C)=O>[CH2:6]([O:13][C:14]([NH:16][CH2:17][CH2:18][O:19][CH2:1][CH2:2][NH:3][C:35]([O:37][CH2:30][C:20]1[CH:21]=[CH:23][CH:24]=[CH:25][CH:26]=1)=[O:36])=[O:15])[C:7]1[CH:12]=[CH:11][CH:10]=[CH:9][CH:8]=1 |f:3.4,5.6.7|. Procedure: The propanolamine compound prepared above (1.0 eq), N-(benzyloxycarbonyl)ethanolamine (25 eq) and camphorsulfonic acid (1.0 eq) are dissolved in a small amount of dioxane-DMF-DMSO (10:2:1) and stirred at room temperature for about 24 hours. The mixture is neutralized by the addition of aqueous sodium bicarbonate and purified by preparative HPLC (C18 “ZORBAX”, step gradient starting at 70/30:H2O/CH3CN/0.1% TFA). The appropriate fractions are combined, frozen and lyophilized to give solid (MW=1621... The reagents and catalysts are CN(C1=CC=NC=C1)C (4-Dimethylaminopyridine). Reaction conditions: temperature 22 celsius, time 22 hour. Reactants: BrCCCCN=C=O (4-bromobutyl isocyanate), C(CCCCCCCCCCCCCCC)OCC(CO)=C (3-Hexadecyloxy-2-methylenepropane-1-ol), C(Cl)(Cl)Cl (Chloroform). The solvent is CCOCC (ether). Reaction SMILES: [CH2:1]([O:17][CH2:18][C:19](=[CH2:22])[CH2:20][OH:21])[CH2:2][CH2:3][CH2:4][CH2:5][CH2:6][CH2:7][CH2:8][CH2:9][CH2:10][CH2:11][CH2:12][CH2:13][CH2:14][CH2:15][CH3:16].[Br:23][CH2:24][CH2:25][CH2:26][CH2:27][N:28]=[C:29]=[O:30].C(Cl)(Cl)Cl>CCOCC.CN(C)C1C=CN=CC=1>[CH2:1]([O:17][CH2:18][C:19](=[CH2:22])[CH2:20][O:21][C:29]([NH:28][CH2:27][CH2:26][CH2:25][CH2:24][Br:23])=[O:30])[CH2:2][CH2:3][CH2:4][CH2:5][CH2:6][CH2:7][CH2:8][CH2:9][CH2:10][CH2:11][CH2:12][CH2:13][CH2:14][CH2:15][CH3:16]. The product is C(CCCCCCCCCCCCCCC)OCC(COC(=O)NCCCCBr)=C (1-Hexadecyloxy-3-(4-bromobutylaminocarbonyloxy)-2-methylenepropane). Reported procedure: 3-Hexadecyloxy-2-methylenepropane-1-ol (from Preparation 1) (2.0 g) was dissolved in ether (40 ml). 4-Dimethylaminopyridine (0.16 g) and 4-bromobutyl isocyanate (1.6 g) were added, and the mixture was stirred for 22 hours at 22° C. Chloroform (40 ml) was added, and the mixture was purified through a column of silica gel 60 (70-230 mesh, 20 g) eluting with ether/chloroform 1:1. Further purification was achieved by chromatography on a Waters PrepLC®/System 500A using a prepPAK®-500/SILICA cartridg... The reactants are CC1=C(C=CC=C1)N1C=CC=2C(=NC=3C(=CC=CC3C21)OCC(F)(F)F)Cl (1-(2-methylphenyl)-4-chloro-6-β,β,β-trifluoroethoxypyrrolo[3,2-c]quinoline), CN (methylamine). Reaction conditions: temperature 180 celsius. Yields the product CC1=C(C=CC=C1)N1C=CC=2C(=NC=3C(=CC=CC3C21)OCC(F)(F)F)NC (1-(2-methylphenyl)-4-methylamino-6-β,β,β-trifluoroethoxypyrrolo[3,2-c]quinoline). RXN SMILES: [CH3:1][C:2]1[CH:7]=[CH:6][CH:5]=[CH:4][C:3]=1[N:8]1[C:20]2[C:19]3[CH:18]=[CH:17][CH:16]=[C:15]([O:21][CH2:22][C:23]([F:26])([F:25])[F:24])[C:14]=3[N:13]=[C:12](Cl)[C:11]=2[CH:10]=[CH:9]1.[CH3:28][NH2:29]>>[CH3:1][C:2]1[CH:7]=[CH:6][CH:5]=[CH:4][C:3]=1[N:8]1[C:20]2[C:19]3[CH:18]=[CH:17][CH:16]=[C:15]([O:21][CH2:22][C:23]([F:26])([F:25])[F:24])[C:14]=3[N:13]=[C:12]([NH:29][CH3:28])[C:11]=2[CH:10]=[CH:9]1. Procedure details: 1-(2-methylphenyl)-4-chloro-6-β,β,β-trifluoroethoxypyrrolo[3,2-c]quinoline(600 mg, 1.5 mmol) was dissolved in aqueous solution of methylamine(40%, 10 ml) in the pressure tube, and the resultant was refluxed at 180° C. for 3 hours. After removing the excess solvent by distillation under reduced pressure, the residue was diluted in dichloromethane(20 ml), and washed with water(15 ml) for 3 times. The organic layer was dried over anhydrous magnesium sulfate, filtered, and concentrated under reduced... Starting materials: O.NN (Hydrazine hydrate), I.CSC=1NCCCCN1 (2-(methylthio)-4,5,6,7-tetrahydro-1H-1,3-diazepine hydroiodide), CCOCC (Et2O). The solvent is CCO (EtOH). The product is I.N1C(NCCCC1)=NN (1,3-diazepan-2-one hydrazone hydroiodide). The yield is 86.6%. Reaction SMILES: O.[NH2:2][NH2:3].[IH:4].CS[C:7]1[NH:8][CH2:9][CH2:10][CH2:11][CH2:12][N:13]=1.CCOCC>CCO>[IH:4].[NH:13]1[CH2:12][CH2:11][CH2:10][CH2:9][NH:8][C:7]1=[N:2][NH2:3] |f:0.1,2.3,6.7|. Procedure: Hydrazine hydrate (0.44 ml, 7.23 mmol) was added to a solution of 2-(methylthio)-4,5,6,7-tetrahydro-1H-1,3-diazepine hydroiodide (1.79 d, 6.58 mmol) in EtOH (12 ml). The reaction mixture was refluxed for 5 h and cooled to r.t. Et2O was added and the product was collected by filtration, washed with Et2O and dried under vacuum to give 1.46 g (100%) crude title compound which was used directly in the next step. Starting materials: O=C1CCN(Cc2ccccc2)CC1, CN(C)CCN(C)C, CC1(C)Cc2ccccc2O1, [Li]CCCC, CCCCCCC, CCCCCC. Product: CC1(C)Cc2cccc(C3(O)CCN(Cc4ccccc4)CC3)c2O1. Reaction SMILES: [CH2:25]([c:26]1[cH:27][cH:28][cH:29][cH:30][cH:31]1)[N:32]1[CH2:33][CH2:34][C:35](=[O:38])[CH2:36][CH2:37]1.[CH3:12][N:13]([CH3:14])[CH2:15][CH2:16][N:17]([CH3:18])[CH3:19].[CH3:1][C:2]1([CH3:11])[O:3][c:4]2[c:5]([cH:7][cH:8][cH:9][cH:10]2)[CH2:6]1.[CH3:20][CH2:21][CH2:22][CH2:23][Li:24].[CH3:39][CH2:40][CH2:41][CH2:42][CH2:43][CH2:44][CH3:45].[CH3:46][CH2:47][CH2:48][CH2:49][CH2:50][CH3:51]>>[CH3:1][C:2]1([CH3:11])[O:3][c:4]2[c:5]([cH:7][cH:8][cH:9][c:10]2[C:35]2([OH:38])[CH2:34][CH2:33][N:32]([CH2:25][c:26]3[cH:27][cH:28][cH:29][cH:30][cH:31]3)[CH2:37][CH2:36]2)[CH2:6]1. Starting materials: C(C)C1(OCC(O1)(C)C=1C=C(SC1)SC1=CC=C(C=C1)C(C)=O)CC (4'-[4-(2,2-diethyl-4-methyl-1,3-dioxolan-4-yl)thien-2-ylthio]acetophenone), Cl.NO (hydroxylamine hydrochloride). Product: C(C)C1(OCC(O1)(C)C=1C=C(SC1)SC1=CC=C(C=C1)/C(/C)=N/O)CC ((E)-4'-[4-(2,2-diethyl-4-methyl-1,3-dioxolan-4-yl)thien-2-ylthio]acetophenone oxime). Isolated yield 80.0%. RXN SMILES: [CH2:1]([C:3]1([CH2:24][CH3:25])[O:7][C:6]([C:9]2[CH:10]=[C:11]([S:14][C:15]3[CH:20]=[CH:19][C:18]([C:21](=O)[CH3:22])=[CH:17][CH:16]=3)[S:12][CH:13]=2)([CH3:8])[CH2:5][O:4]1)[CH3:2].Cl.[NH2:27][OH:28]>>[CH2:1]([C:3]1([CH2:24][CH3:25])[O:7][C:6]([C:9]2[CH:10]=[C:11]([S:14][C:15]3[CH:20]=[CH:19][C:18](/[C:21](=[N:27]/[OH:28])/[CH3:22])=[CH:17][CH:16]=3)[S:12][CH:13]=2)([CH3:8])[CH2:5][O:4]1)[CH3:2] |f:1.2|. Procedure: Using an analogous procedure to that described in Example 68, 4'-[4-(2,2-diethyl-4-methyl-1,3-dioxolan-4-yl)thien-2-ylthio]acetophenone was reacted with hydroxylamine hydrochloride to give (E)-4'-[4-(2,2-diethyl-4-methyl-1,3-dioxolan-4-yl)thien-2-ylthio]acetophenone oxime in 80% yield as a gum. Starting materials: CCCCO, CNC(=O)c1ccc(B(O)O)cc1, COc1cccc(OC)c1-c1ccccc1P(C1CCCCC1)C1CCCCC1, COc1cc(Cl)c(C)cc1N, [K+], [K+], [K+], O=C(C=Cc1ccccc1)C=Cc1ccccc1, O=C(C=Cc1ccccc1)C=Cc1ccccc1, O=C(C=Cc1ccccc1)C=Cc1ccccc1, O=P([O-])([O-])[O-], [Pd], [Pd]. The product is CNC(=O)c1ccc(-c2cc(OC)c(N)cc2C)cc1. Reaction SMILES: [CH2:62]([OH:63])[CH2:64][CH2:65][CH3:66].[CH3:12][NH:13][C:14](=[O:15])[c:16]1[cH:17][cH:18][c:19]([B:22]([OH:23])[OH:24])[cH:20][cH:21]1.[CH:25]1([P:26]([CH:27]2[CH2:28][CH2:29][CH2:30][CH2:31][CH2:32]2)[c:33]2[cH:34][cH:35][cH:36][cH:37][c:38]2-[c:39]2[c:40]([O:41][CH3:42])[cH:43][cH:44][cH:45][c:46]2[O:47][CH3:48])[CH2:49][CH2:50][CH2:51][CH2:52][CH2:53]1.[Cl:1][c:2]1[cH:3][c:4]([O:10][CH3:11])[c:5]([NH2:6])[cH:7][c:8]1[CH3:9].[K+:59].[K+:60].[K+:61].[O:105]=[C:106]([CH:107]=[CH:108][c:109]1[cH:110][cH:111][cH:112][cH:113][cH:114]1)[CH:115]=[CH:116][c:117]1[cH:118][cH:119][cH:120][cH:121][cH:122]1.[O:69]=[C:70]([CH:71]=[CH:72][c:73]1[cH:74][cH:75][cH:76][cH:77][cH:78]1)[CH:79]=[CH:80][c:81]1[cH:82][cH:83][cH:84][cH:85][cH:86]1.[O:87]=[C:88]([CH:89]=[CH:90][c:91]1[cH:92][cH:93][cH:94][cH:95][cH:96]1)[CH:97]=[CH:98][c:99]1[cH:100][cH:101][cH:102][cH:103][cH:104]1.[P:54]([O-:55])([O-:56])([O-:57])=[O:58].[Pd:67].[Pd:68]>>[c:2]1(-[c:19]2[cH:18][cH:17][c:16]([C:14]([NH:13][CH3:12])=[O:15])[cH:21][cH:20]2)[cH:3][c:4]([O:10][CH3:11])[c:5]([NH2:6])[cH:7][c:8]1[CH3:9].